Dataset: the Open Reaction Database (ORD), a public repository of structured organic reaction records. Task: describe an organic reaction: reactants, conditions, products, and yield Starting materials: BrCc1ccccc1, C1CCOC1, C[Si](C)(C)[N-][Si](C)(C)C, CS(=O)(=O)c1ccc(C(CC2CCCC2)C(=O)Nc2nccs2)cc1, [Li+]. The product is O=C(Nc1nccs1)C(CC1CCCC1)c1ccc(S(=O)(=O)CCc2ccccc2)cc1. As a reaction SMILES: [Br:36][CH2:37][c:38]1[cH:39][cH:40][cH:41][cH:42][cH:43]1.[CH2:44]1[O:45][CH2:46][CH2:47][CH2:48]1.[CH3:27][Si:28]([N-:29][Si:30]([CH3:31])([CH3:32])[CH3:33])([CH3:34])[CH3:35].[CH:1]1([CH2:6][CH:7]([C:8](=[O:9])[NH:10][c:11]2[s:12][cH:13][cH:14][n:15]2)[c:16]2[cH:17][cH:18][c:19]([S:22](=[O:23])(=[O:24])[CH3:25])[cH:20][cH:21]2)[CH2:2][CH2:3][CH2:4][CH2:5]1.[Li+:26]>>[CH:1]1([CH2:6][CH:7]([C:8](=[O:9])[NH:10][c:11]2[s:12][cH:13][cH:14][n:15]2)[c:16]2[cH:17][cH:18][c:19]([S:22](=[O:23])(=[O:24])[CH2:25][CH2:37][c:38]3[cH:39][cH:40][cH:41][cH:42][cH:43]3)[cH:20][cH:21]2)[CH2:2][CH2:3][CH2:4][CH2:5]1. Starting materials: CC1CNCC(C)N1, O=C(Nc1ccc(Cl)c(NC(=O)c2cccc(F)c2)c1)c1ccc(Cl)nc1. The product is CC1CN(c2ccc(C(=O)Nc3ccc(Cl)c(NC(=O)c4cccc(F)c4)c3)cn2)CC(C)N1. RXN SMILES: [CH3:28][CH:29]1[NH:30][CH:31]([CH3:35])[CH2:32][NH:33][CH2:34]1.[Cl:1][c:2]1[n:3][cH:4][c:5]([C:6](=[O:7])[NH:8][c:9]2[cH:10][c:11]([NH:16][C:17]([c:18]3[cH:19][c:20]([F:24])[cH:21][cH:22][cH:23]3)=[O:25])[c:12]([Cl:15])[cH:13][cH:14]2)[cH:26][cH:27]1>>[c:2]1([N:33]2[CH2:32][CH:31]([CH3:35])[NH:30][CH:29]([CH3:28])[CH2:34]2)[n:3][cH:4][c:5]([C:6](=[O:7])[NH:8][c:9]2[cH:10][c:11]([NH:16][C:17]([c:18]3[cH:19][c:20]([F:24])[cH:21][cH:22][cH:23]3)=[O:25])[c:12]([Cl:15])[cH:13][cH:14]2)[cH:26][cH:27]1. Reactants: CCO, CCCCCCCC=Cc1ccccc1Br, [H][H], O=[Pt]. Product: CCCCCCCCCc1ccccc1Br. RXN SMILES: [CH2:19]([OH:20])[CH3:21].[CH:1](=[CH:2][CH2:3][CH2:4][CH2:5][CH2:6][CH2:7][CH2:8][CH3:9])[c:10]1[c:11]([Br:16])[cH:12][cH:13][cH:14][cH:15]1.[H:17][H:18].[Pt:22]=[O:23]>>[CH2:1]([CH2:2][CH2:3][CH2:4][CH2:5][CH2:6][CH2:7][CH2:8][CH3:9])[c:10]1[c:11]([Br:16])[cH:12][cH:13][cH:14][cH:15]1. Starting materials: C#CCBr, OCCCc1ccccn1. Yields the product C#CCOCCCc1ccccn1. As a reaction SMILES: [CH2:11]([C:12]#[CH:13])[Br:14].[n:1]1[c:2]([CH2:7][CH2:8][CH2:9][OH:10])[cH:3][cH:4][cH:5][cH:6]1>>[n:1]1[c:2]([CH2:7][CH2:8][CH2:9][O:10][CH2:13][C:12]#[CH:11])[cH:3][cH:4][cH:5][cH:6]1. Starting materials: [Al+3], Br, Br, CCC(=O)c1ccccc1, ClC(Cl)Cl, [Cl-], [Cl-], [Cl-]. Yields the product CC(Br)C(=O)c1ccccc1. RXN SMILES: [Al+3:2].[Br:15].[BrH:16].[CH3:5][CH2:6][C:7](=[O:8])[c:9]1[cH:10][cH:11][cH:12][cH:13][cH:14]1.[CH:17]([Cl:18])([Cl:19])[Cl:20].[Cl-:1].[Cl-:3].[Cl-:4]>>[CH3:5][CH:6]([C:7](=[O:8])[c:9]1[cH:10][cH:11][cH:12][cH:13][cH:14]1)[Br:16]. Reactants: CCN=C=NCCCN(C)C, CCN(C(C)C)C(C)C, C1CC(NC2C3CC4CC(C3)CC2C4)CCN1, Cl, Cl, Cl, CN(C)C=O, O, On1nnc2ccccc21, O=C(O)CNC(=O)c1cc(-c2ccccc2)[nH]n1. The product is O=C(NCC(=O)N1CCC(NC2C3CC4CC(C3)CC2C4)CC1)c1cc(-c2ccccc2)[nH]n1. As a reaction SMILES: [CH3:38][CH2:39][N:40]=[C:41]=[N:42][CH2:43][CH2:44][CH2:45][N:46]([CH3:47])[CH3:48].[CH:1]([N:2]([CH2:3][CH3:4])[CH:5]([CH3:6])[CH3:7])([CH3:8])[CH3:9].[CH:52]12[CH:53]([NH:62][CH:63]3[CH2:64][CH2:65][NH:66][CH2:67][CH2:68]3)[CH:54]3[CH2:55][CH:56]([CH2:57][CH:58]([CH2:59]1)[CH2:60]3)[CH2:61]2.[ClH:49].[ClH:50].[ClH:51].[O:69]=[CH:70][N:71]([CH3:72])[CH3:73].[OH2:74].[OH:28][n:29]1[c:30]2[c:31]([cH:32][cH:33][cH:34][cH:35]2)[n:36][n:37]1.[c:10]1(-[c:16]2[cH:17][c:18]([C:21](=[O:22])[NH:23][CH2:24][C:25](=[O:26])[OH:27])[n:19][nH:20]2)[cH:11][cH:12][cH:13][cH:14][cH:15]1>>[c:10]1(-[c:16]2[cH:17][c:18]([C:21](=[O:22])[NH:23][CH2:24][C:25](=[O:27])[N:66]3[CH2:65][CH2:64][CH:63]([NH:62][CH:53]4[CH:52]5[CH2:59][CH:58]6[CH2:57][CH:56]([CH2:55][CH:54]4[CH2:60]6)[CH2:61]5)[CH2:68][CH2:67]3)[n:19][nH:20]2)[cH:11][cH:12][cH:13][cH:14][cH:15]1. Starting materials: O=C([O-])O, CO, Cc1ccccc1, CC(C(=O)O)c1ccc(-c2ccccc2)c(F)c1, [Na+], O=S(=O)(O)O. Yields the product COC(=O)C(C)c1ccc(-c2ccccc2)c(F)c1. RXN SMILES: [C:24](=[O:25])([OH:26])[O-:27].[CH3:29][OH:30].[CH3:31][c:32]1[cH:33][cH:34][cH:35][cH:36][cH:37]1.[F:1][c:2]1[c:3](-[c:13]2[cH:14][cH:15][cH:16][cH:17][cH:18]2)[cH:4][cH:5][c:6]([CH:8]([C:9](=[O:10])[OH:11])[CH3:12])[cH:7]1.[Na+:28].[S:19](=[O:20])(=[O:21])([OH:22])[OH:23]>>[F:1][c:2]1[c:3](-[c:13]2[cH:14][cH:15][cH:16][cH:17][cH:18]2)[cH:4][cH:5][c:6]([CH:8]([C:9](=[O:10])[O:11][CH3:24])[CH3:12])[cH:7]1.